Dataset: the Open Reaction Database (ORD), a public repository of structured organic reaction records. Task: describe an organic reaction: reactants, conditions, products, and yield Starting materials: CC=1C=CC(=C(C(=O)O)C1)C=1C=NN(C1)C (5-methyl-2-(1-methyl-1H-pyrazol-4-yl)benzoic acid), CC=1C=CC(=C(C(=O)OC)C1)C1=NC=CC=C1 (methyl 5-methyl-2-(pyridin-2-yl)benzoate). Yields the product CC=1C=CC(=C(C(=O)O)C1)C1=NC=CC=C1 (5-Methyl-2-(pyridin-2-yl)benzoic acid). Reaction SMILES: CC1C=CC(C2C=NN(C)C=2)=C(C=1)C(O)=O.[CH3:17][C:18]1[CH:19]=[CH:20][C:21]([C:28]2[CH:33]=[CH:32][CH:31]=[CH:30][N:29]=2)=[C:22]([CH:27]=1)[C:23]([O:25]C)=[O:24]>>[CH3:17][C:18]1[CH:19]=[CH:20][C:21]([C:28]2[CH:33]=[CH:32][CH:31]=[CH:30][N:29]=2)=[C:22]([CH:27]=1)[C:23]([OH:25])=[O:24]. Procedure: The title compound was synthesized following the same general protocol as described for 5-methyl-2-(1-methyl-1H-pyrazol-4-yl)benzoic acid in Example A1, using methyl 5-methyl-2-(pyridin-2-yl)benzoate. ESI-MS (m/z): 214 [M+1]+. The reactants are C1(=CC=CC=C1)CCCCCC(=O)O (6-phenylhexanoic acid), C(C(=O)Cl)(=O)Cl (oxalyl chloride), CN(C)C=O (DMF). Solvent: C(Cl)Cl (CH2Cl2). Reaction conditions: time 2 hour. Yields the product C1(=CC=CC=C1)CCCCCC(=O)Cl (6-phenylhexanoic acid chloride). Reaction SMILES: [C:1]1([CH2:7][CH2:8][CH2:9][CH2:10][CH2:11][C:12]([OH:14])=O)[CH:6]=[CH:5][CH:4]=[CH:3][CH:2]=1.C(Cl)(=O)C([Cl:18])=O.CN(C=O)C>C(Cl)Cl>[C:1]1([CH2:7][CH2:8][CH2:9][CH2:10][CH2:11][C:12]([Cl:18])=[O:14])[CH:6]=[CH:5][CH:4]=[CH:3][CH:2]=1. Procedure details: A solution of 6-phenylhexanoic acid [5581-75-9] (1.45 g, 7.6 mmol) in CH2Cl2 (15 ml) was treated with oxalyl chloride (0.72 ml, 8.6 mmol) in the presence of a catalytic amount of DMF. The solution was stirred for 2 h at ambient temperature. The solvent was evaporated to give crude 6-phenylhexanoic acid chloride, which was used without further purification in the next step. Reactants: O=C1NC2=C(CCN1C1CCN(CC1)C(=O)O[C@@H](C(=O)N1CCN(CC1)C1CCS(CC1)(=O)=O)CC1=CC(=C(C(=C1)C)OCC1=CC=CC=C1)C)C=CC=C2 ((R)-1-(4-benzyloxy-3,5-dimethyl-benzyl)-2-[4-(1,1-dioxo-hexahydro-1λ6-thiopyran-4-yl)-piperazin-1-yl]-2-oxo-ethyl 4-(2-oxo-1,2,4,5-tetrahydro-1,3-benzodiazepin-3-yl)-piperidine-1-carboxylate), [H][H] (hydrogen). Reagents/catalysts: [Pd] (Pd/C). Solvent: CO (MeOH). Product: O=C1NC2=C(CCN1C1CCN(CC1)C(=O)O[C@@H](C(=O)N1CCN(CC1)C1CCS(CC1)(=O)=O)CC1=CC(=C(C(=C1)C)O)C)C=CC=C2 ((R)-2-[4-(1,1-dioxo-hexahydro-1λ6-thiopyran-4-yl)-piperazin-1-yl]-1-(4-hydroxy-3,5-dimethyl-benzyl)-2-oxo-ethyl 4-(2-oxo-1,2,4,5-tetrahydro-1,3-benzodiazepin-3-yl)-piperidine-1-carboxylate). As a reaction SMILES: [O:1]=[C:2]1[N:8]([CH:9]2[CH2:14][CH2:13][N:12]([C:15]([O:17][C@H:18]([CH2:35][C:36]3[CH:41]=[C:40]([CH3:42])[C:39]([O:43]CC4C=CC=CC=4)=[C:38]([CH3:51])[CH:37]=3)[C:19]([N:21]3[CH2:26][CH2:25][N:24]([CH:27]4[CH2:32][CH2:31][S:30](=[O:34])(=[O:33])[CH2:29][CH2:28]4)[CH2:23][CH2:22]3)=[O:20])=[O:16])[CH2:11][CH2:10]2)[CH2:7][CH2:6][C:5]2[CH:52]=[CH:53][CH:54]=[CH:55][C:4]=2[NH:3]1.[H][H]>CO.[Pd]>[O:1]=[C:2]1[N:8]([CH:9]2[CH2:14][CH2:13][N:12]([C:15]([O:17][C@H:18]([CH2:35][C:36]3[CH:37]=[C:38]([CH3:51])[C:39]([OH:43])=[C:40]([CH3:42])[CH:41]=3)[C:19]([N:21]3[CH2:26][CH2:25][N:24]([CH:27]4[CH2:28][CH2:29][S:30](=[O:33])(=[O:34])[CH2:31][CH2:32]4)[CH2:23][CH2:22]3)=[O:20])=[O:16])[CH2:11][CH2:10]2)[CH2:7][CH2:6][C:5]2[CH:52]=[CH:53][CH:54]=[CH:55][C:4]=2[NH:3]1. Procedure details: A solution of 45 mg (0.06 mmol) (R)-1-(4-benzyloxy-3,5-dimethyl-benzyl)-2-[4-(1,1-dioxo-hexahydro-1λ6-thiopyran-4-yl)-piperazin-1-yl]-2-oxo-ethyl 4-(2-oxo-1,2,4,5-tetrahydro-1,3-benzodiazepin-3-yl)-piperidine-1-carboxylate in 10 mL MeOH was combined with 10 mg 10% Pd/C and hydrogenated at RT and 3 bar hydrogen pressure until the reaction came to an end. The catalyst was removed by suction filtering and the residue was purified by HPLC. The fractions containing the product were combined and lyoph... The reactants are ClCCl, NCCCNc1c(Cl)ccc2c1CCN(C(=O)C(F)(F)F)CC2, O=C=Nc1ccccc1. Product: O=C(NCCCNc1c(Cl)ccc2c1CCN(C(=O)C(F)(F)F)CC2)Nc1ccccc1. Reaction SMILES: [Cl:33][CH2:34][Cl:35].[NH2:10][CH2:11][CH2:12][CH2:13][NH:14][c:15]1[c:16]([Cl:32])[cH:17][cH:18][c:19]2[c:25]1[CH2:24][CH2:23][N:22]([C:26]([C:27]([F:28])([F:29])[F:30])=[O:31])[CH2:21][CH2:20]2.[O:1]=[C:2]=[N:3][c:4]1[cH:5][cH:6][cH:7][cH:8][cH:9]1>>[O:1]=[C:2]([NH:3][c:4]1[cH:5][cH:6][cH:7][cH:8][cH:9]1)[NH:10][CH2:11][CH2:12][CH2:13][NH:14][c:15]1[c:16]([Cl:32])[cH:17][cH:18][c:19]2[c:25]1[CH2:24][CH2:23][N:22]([C:26]([C:27]([F:28])([F:29])[F:30])=[O:31])[CH2:21][CH2:20]2.